Dataset: the Open Reaction Database (ORD), a public repository of structured organic reaction records. Task: describe an organic reaction: reactants, conditions, products, and yield Reactants: [Ba+2], COS(=O)(=O)OC, CC(C)(S)C(N)C(=O)O, [OH-], [OH-], O, O, O, O, O, O, O, O, O=S(=O)(O)O. The product is CSC(C)(C)C(N)C(=O)O. RXN SMILES: [Ba+2:19].[CH3:21][O:22][S:23]([O:24][CH3:25])(=[O:26])=[O:27].[NH2:1][CH:2]([C:3]([CH3:4])([CH3:5])[SH:6])[C:7](=[O:8])[OH:9].[OH-:18].[OH-:20].[OH2:10].[OH2:11].[OH2:12].[OH2:13].[OH2:14].[OH2:15].[OH2:16].[OH2:17].[S:28](=[O:29])(=[O:30])([OH:31])[OH:32]>>[NH2:1][CH:2]([C:3]([CH3:4])([CH3:5])[S:6][CH3:21])[C:7](=[O:8])[OH:9]. Starting materials: O=C([O-])O, CCN=C=NCCCN(C)C, Cl, Cc1nc(-c2ccccc2)sc1C(=O)N1CCC(F)(F)C(=CC(=O)O)c2ccccc21, OCCN1CCNCC1, [Na+], C1CCOC1, On1nnc2ccccc21. Product: Cl, Cc1nc(-c2ccccc2)sc1C(=O)N1CCC(F)(F)C(=CC(=O)N2CCN(CCO)CC2)c2ccccc21. Reaction SMILES: [C:63](=[O:64])([OH:65])[O-:66].[CH2:43]([N:44]=[C:45]=[N:46][CH2:47][CH2:48][CH2:49][N:50]([CH3:51])[CH3:52])[CH3:53].[ClH:42].[F:1][C:2]1([F:31])[CH2:3][CH2:4][N:5]([C:17](=[O:18])[c:19]2[c:20]([CH3:30])[n:21][c:22](-[c:24]3[cH:25][cH:26][cH:27][cH:28][cH:29]3)[s:23]2)[c:6]2[c:7]([cH:13][cH:14][cH:15][cH:16]2)[C:8]1=[CH:9][C:10](=[O:11])[OH:12].[N:54]1([CH2:60][CH2:61][OH:62])[CH2:55][CH2:56][NH:57][CH2:58][CH2:59]1.[Na+:67].[O:68]1[CH2:69][CH2:70][CH2:71][CH2:72]1.[OH:32][n:33]1[c:34]2[cH:35][cH:36][cH:37][cH:38][c:39]2[n:40][n:41]1>>[ClH:42].[F:1][C:2]1([F:31])[CH2:3][CH2:4][N:5]([C:17](=[O:18])[c:19]2[c:20]([CH3:30])[n:21][c:22](-[c:24]3[cH:25][cH:26][cH:27][cH:28][cH:29]3)[s:23]2)[c:6]2[c:7]([cH:13][cH:14][cH:15][cH:16]2)[C:8]1=[CH:9][C:10](=[O:12])[N:57]1[CH2:56][CH2:55][N:54]([CH2:60][CH2:61][OH:62])[CH2:59][CH2:58]1. Starting materials: CN(CCN)C (N,N-dimethylethylenediamine), ClC(Cl)(OC(OC(Cl)(Cl)Cl)=O)Cl (Triphosgene), C(C)OC(=O)C1=CN(CC(C2=C1NC=1C=C(C=CC21)O)(C)C)C(C2=CC=C(C=C2)F)=O (3-(4-fluorobenzoyl)-8-hydroxy-1,1-dimethyl-1,2,3,6-tetrahydroazepino[4,5-b]indole-5-carboxylic acid ethyl ester), C(C)(C)N(CC)C(C)C (diisopropylethylamine). The solvent is C(Cl)Cl (DCM). Run at time 1.5 hour. Yields the product C(C)OC(=O)C1=CN(CC(C2=C1NC=1C=C(C=CC21)OC(NCCN(C)C)=O)(C)C)C(C2=CC=C(C=C2)F)=O (8-(2-Dimethylamino-Ethylcarbamoyloxy)-3-(4-Fluorobenzoyl)-1,1-Dimethyl-1,2,3,6-Tetrahydroazepino[4,5-b]Indole-5-Carboxylic Acid Ethyl Ester). Yield: 28.9%. Reaction SMILES: ClC(Cl)(O[C:5](=[O:11])[O:6][C:7](Cl)(Cl)Cl)Cl.[CH2:13]([O:15][C:16]([C:18]1[C:24]2[NH:25][C:26]3[CH:27]=C(O)[CH:29]=[CH:30][C:31]=3[C:23]=2[C:22]([CH3:34])([CH3:33])[CH2:21][N:20]([C:35](=[O:43])[C:36]2[CH:41]=[CH:40][C:39]([F:42])=[CH:38][CH:37]=2)[CH:19]=1)=[O:17])[CH3:14].C(N(C(C)C)CC)(C)C.[CH3:53][N:54]([CH3:58])[CH2:55][CH2:56][NH2:57]>C(Cl)Cl>[CH2:13]([O:15][C:16]([C:18]1[C:24]2[NH:25][C:26]3[CH:27]=[C:7]([O:6][C:5](=[O:11])[NH:57][CH2:56][CH2:55][N:54]([CH3:58])[CH3:53])[CH:29]=[CH:30][C:31]=3[C:23]=2[C:22]([CH3:34])([CH3:33])[CH2:21][N:20]([C:35](=[O:43])[C:36]2[CH:37]=[CH:38][C:39]([F:42])=[CH:40][CH:41]=2)[CH:19]=1)=[O:17])[CH3:14]. Reported procedure: Triphosgene (58 mg, 0.195 mmol) was added to a stirred solution of 3-(4-fluorobenzoyl)-8-hydroxy-1,1-dimethyl-1,2,3,6-tetrahydroazepino[4,5-b]indole-5-carboxylic acid ethyl ester (49 mg, 0.116 mmol) and diisopropylethylamine (0.8 mL, 4.01 mmol) in dry DCM (10 mL) at 0° C. under N2. The resulting mixture was stirred at ambient temperature for 1.5 hours, and N,N-dimethylethylenediamine (0.1 mL, 0.91 mmol) was added. The mixture was stirred at ambient temperature overnight. The solvents were remove... Yields the product C#Cc1ccc(C2=NC(c3ccc(Cl)cc3)C(c3ccc(Cl)cc3)N2)c(OCC)c1. Reaction SMILES: [CH3:19][OH:20].[CH3:2][CH2:3][CH2:4][CH2:5][N+:6]([CH2:7][CH2:8][CH2:9][CH3:10])([CH2:11][CH2:12][CH2:13][CH3:14])[CH2:15][CH2:16][CH2:17][CH3:18].[Cl-:55].[Cl:21][c:22]1[cH:23][cH:24][c:25]([CH:28]2[N:29]=[C:30]([c:40]3[c:41]([O:52][CH2:53][CH3:54])[cH:42][c:43]([C:46]#[C:47][Si:48]([CH3:49])([CH3:50])[CH3:51])[cH:44][cH:45]3)[NH:31][CH:32]2[c:33]2[cH:34][cH:35][c:36]([Cl:39])[cH:37][cH:38]2)[cH:26][cH:27]1.[F-:1].[NH4+:56].[O:57]1[CH2:58][CH2:59][CH2:60][CH2:61]1>>[Cl:21][c:22]1[cH:23][cH:24][c:25]([CH:28]2[N:29]=[C:30]([c:40]3[c:41]([O:52][CH2:53][CH3:54])[cH:42][c:43]([C:46]#[CH:47])[cH:44][cH:45]3)[NH:31][CH:32]2[c:33]2[cH:34][cH:35][c:36]([Cl:39])[cH:37][cH:38]2)[cH:26][cH:27]1. Reactants: CO, CCCC[N+](CCCC)(CCCC)CCCC, [Cl-], CCOc1cc(C#C[Si](C)(C)C)ccc1C1=NC(c2ccc(Cl)cc2)C(c2ccc(Cl)cc2)N1, [F-], [NH4+], C1CCOC1. Starting materials: N#Cc1ccc2c(c1)CCC(NC(=O)c1ccc(-c3ccc(F)cc3)cc1)C2, [NH4+], CN(C)C=O, [OH-]. Yields the product NCc1ccc2c(c1)CCC(NC(=O)c1ccc(-c3ccc(F)cc3)cc1)C2. RXN SMILES: [C:1](#[N:2])[c:3]1[cH:4][c:5]2[c:10]([cH:11][cH:12]1)[CH2:9][CH:8]([NH:13][C:14](=[O:15])[c:16]1[cH:17][cH:18][c:19](-[c:22]3[cH:23][cH:24][c:25]([F:28])[cH:26][cH:27]3)[cH:20][cH:21]1)[CH2:7][CH2:6]2.[NH4+:30].[O:31]=[CH:32][N:33]([CH3:34])[CH3:35].[OH-:29]>>[CH2:1]([NH2:2])[c:3]1[cH:4][c:5]2[c:10]([cH:11][cH:12]1)[CH2:9][CH:8]([NH:13][C:14](=[O:15])[c:16]1[cH:17][cH:18][c:19](-[c:22]3[cH:23][cH:24][c:25]([F:28])[cH:26][cH:27]3)[cH:20][cH:21]1)[CH2:7][CH2:6]2. Starting materials: COC(=O)C(N1CCN2CCN(CCN(CC1)CC2)C(C(=O)OC)C(=O)OC)C(=O)OC (4,10-Bis(dimethoxycarbonylmethyl)-1,4,7,10-tetraazabicyclo[5.5.2]tetradecane), [H-].[Al+3].[Li+].[H-].[H-].[H-] (lithium aluminum hydride). Yields the product OCCN1CCN2CCN(CCN(CC1)CC2)CCO (4,10-Bis-(2-hydroxyethyl)-1,4,7,10-tetraazabicyclo[5.5.2]tetradecane). Reaction SMILES: C[O:2][C:3]([CH:5](C(OC)=O)[N:6]1[CH2:17][CH2:16][N:15]2[CH2:18][CH2:19][N:9]([CH2:10][CH2:11][N:12]([CH:20](C(OC)=O)[C:21](OC)=[O:22])[CH2:13][CH2:14]2)[CH2:8][CH2:7]1)=O.[H-].[Al+3].[Li+].[H-].[H-].[H-]>>[OH:22][CH2:21][CH2:20][N:12]1[CH2:11][CH2:10][N:9]2[CH2:19][CH2:18][N:15]([CH2:16][CH2:17][N:6]([CH2:5][CH2:3][OH:2])[CH2:7][CH2:8]2)[CH2:14][CH2:13]1 |f:1.2.3.4.5.6|. Procedure: From 4,10-Bis(dimethoxycarbonylmethyl)-1,4,7,10-tetraazabicyclo[5.5.2]tetradecane (1.3.6.8) and lithium aluminum hydride. Reactants: OC1=CC=C(C=C1)CCCN1C=NC=C1 (1-[3-(4-hydroxyphenyl)propyl]imidazole), S1C2=C(C=C1C=1OC=C(N1)CCl)C=CC=C2 (2-(2-benzo[b]thienyl)-4-chloromethyloxazole). Yields the product S1C2=C(C=C1C=1OC=C(N1)COC1=CC=C(C=C1)CCCN1C=NC=C1)C=CC=C2 (2-(2-benzo[b]thienyl)-4-[4-[3-(1-imidazolyl)propyl]phenoxymethyl]oxazole). Isolated yield 68.0%. RXN SMILES: [OH:1][C:2]1[CH:7]=[CH:6][C:5]([CH2:8][CH2:9][CH2:10][N:11]2[CH:15]=[CH:14][N:13]=[CH:12]2)=[CH:4][CH:3]=1.[S:16]1[C:20]([C:21]2[O:22][CH:23]=[C:24]([CH2:26]Cl)[N:25]=2)=[CH:19][C:18]2[CH:28]=[CH:29][CH:30]=[CH:31][C:17]1=2>>[S:16]1[C:20]([C:21]2[O:22][CH:23]=[C:24]([CH2:26][O:1][C:2]3[CH:7]=[CH:6][C:5]([CH2:8][CH2:9][CH2:10][N:11]4[CH:15]=[CH:14][N:13]=[CH:12]4)=[CH:4][CH:3]=3)[N:25]=2)=[CH:19][C:18]2[CH:28]=[CH:29][CH:30]=[CH:31][C:17]1=2. Reported procedure: In substantially the same manner as in Working Example 48, 1-[3-(4-hydroxyphenyl)propyl]imidazole was allowed to react with 2-(2-benzo[b]thienyl)-4-chloromethyloxazole to give 2-(2-benzo[b]thienyl)-4-[4-[3-(1-imidazolyl)propyl]phenoxymethyl]oxazole. The yield was 68%. Recrystallization from ethyl acetate-hexane gave colorless prisms, mp 149-150° C. Starting materials: CCOC(CBr)(OCC)C(=NOC)C(=O)Cl, NC1C(=O)N2C1SCC(O)C2C(=O)O. Product: CCOC(CBr)(OCC)C(=NOC)C(=O)NC1C(=O)N2C1SCC(O)C2C(=O)O. RXN SMILES: [CH3:1][O:2][N:3]=[C:4]([C:5](=[O:6])[Cl:7])[C:8]([CH2:9][Br:10])([O:11][CH2:12][CH3:13])[O:14][CH2:15][CH3:16].[NH2:17][CH:18]1[CH:19]2[N:20]([CH:21]([C:26](=[O:27])[OH:28])[CH:22]([OH:25])[CH2:23][S:24]2)[C:29]1=[O:30]>>[CH3:1][O:2][N:3]=[C:4]([C:5](=[O:6])[NH:17][CH:18]1[CH:19]2[N:20]([CH:21]([C:26](=[O:27])[OH:28])[CH:22]([OH:25])[CH2:23][S:24]2)[C:29]1=[O:30])[C:8]([CH2:9][Br:10])([O:11][CH2:12][CH3:13])[O:14][CH2:15][CH3:16].